Dataset: the Open Reaction Database (ORD), a public repository of structured organic reaction records. Task: describe an organic reaction: reactants, conditions, products, and yield Reactants: CC(C)(NC(=O)OCc1ccccc1)C(=O)OC1C(C)(C)CCC1(C)C, CO. Product: CC(C)(N)C(=O)OC1C(C)(C)CCC1(C)C. RXN SMILES: [CH3:1][C:2]1([CH3:26])[CH:3]([O:9][C:10]([C:11]([CH3:12])([CH3:13])[NH:14][C:15]([O:16][CH2:17][c:18]2[cH:19][cH:20][cH:21][cH:22][cH:23]2)=[O:24])=[O:25])[C:4]([CH3:7])([CH3:8])[CH2:5][CH2:6]1.[CH3:27][OH:28]>>[CH3:1][C:2]1([CH3:26])[CH:3]([O:9][C:10]([C:11]([CH3:12])([CH3:13])[NH2:14])=[O:25])[C:4]([CH3:7])([CH3:8])[CH2:5][CH2:6]1. Run at temperature 60 celsius, time 6 hour. Yields the product C(C)(C)(C)C=1C=C(N(N1)C1=CC=C(C=C1)C)NC(=O)NC1CCN(CC1)C(C1=CC=C(C=C1)S(=O)(=O)C)=O (1-(5-tert-Butyl-2-p-tolyl-2H-pyrazol-3-yl)-3-(1-(4-methylsulfonyl-benzoyl)-piperidin-4-yl)-urea). Procedure details: Nitrogen gas is bubbled through a solution of (4-amino-piperidin-1-yl)-(4-methylsulfonyl-phenyl)-methanone (141.6 mg, 0.50 mmol) and (5-tert-butyl-2-tolyl-2H-pyrazol-3-yl)-carbamic acid 2,2,2-trichloro-ethyl ester (204.8 mg, 0.51 mmol) in DMSO (2 mL) for 2 minutes. Next, N,N-diisopropylethylamine (0.20 mL) is added. The reaction mixture is stirred at 60° C. for 6 hours. The crude product is purified on a silica gel chromatography with ethyl acetate to give a white solid (261.2 mg, 97.2%, ES+(m/z... RXN SMILES: [NH2:1][CH:2]1[CH2:7][CH2:6][N:5]([C:8]([C:10]2[CH:15]=[CH:14][C:13]([S:16]([CH3:19])(=[O:18])=[O:17])=[CH:12][CH:11]=2)=[O:9])[CH2:4][CH2:3]1.ClC(Cl)(Cl)CO[C:24](=[O:42])[NH:25][C:26]1[N:27]([C:31]2[CH:36]=[CH:35][C:34]([C:37](C)(C)C)=[CH:33][C:32]=2C)[N:28]=[CH:29][CH:30]=1.C(N(CC)[CH:49]([CH3:51])[CH3:50])(C)C.[CH3:54]S(C)=O>>[C:49]([C:29]1[CH:30]=[C:26]([NH:25][C:24]([NH:1][CH:2]2[CH2:7][CH2:6][N:5]([C:8](=[O:9])[C:10]3[CH:15]=[CH:14][C:13]([S:16]([CH3:19])(=[O:18])=[O:17])=[CH:12][CH:11]=3)[CH2:4][CH2:3]2)=[O:42])[N:27]([C:31]2[CH:32]=[CH:33][C:34]([CH3:37])=[CH:35][CH:36]=2)[N:28]=1)([CH3:51])([CH3:54])[CH3:50]. Reactants: NC1CCN(CC1)C(=O)C1=CC=C(C=C1)S(=O)(=O)C ((4-amino-piperidin-1-yl)-(4-methylsulfonyl-phenyl)-methanone), ClC(COC(NC=1N(N=CC1)C1=C(C=C(C=C1)C(C)(C)C)C)=O)(Cl)Cl ((5-tert-butyl-2-tolyl-2H-pyrazol-3-yl)-carbamic acid 2,2,2-trichloro-ethyl ester), CS(=O)C (DMSO), C(C)(C)N(C(C)C)CC (N,N-diisopropylethylamine). The reactants are C(=O)(OC(C)(C)C)NC1=C(C=CC=C1)N (mono-boc-ortho-phenylenediamine), C(CC(O)(C(=O)O)CC(=O)O)(=O)O (citric acid), C(#N)C1=NC=C(C(=O)O)C=C1 (6-cyano-nicotinic acid), CN1CCOCC1 (N-methylmorpholine), ClC(=O)OCC(C)C (isobutyl chloroformate). Solvent: CN(C)C=O (DMF). Reaction conditions: temperature 5 celsius. The product is C(C)(C)(C)OC(NC1=C(C=CC=C1)NC(=O)C=1C=NC(=CC1)C#N)=O ({2-[(6-Cyano-pyridine-3-carbonyl)-amino]-phenyl}-carbamic acid t-butyl ester). Yield: 78.3%. RXN SMILES: [C:1]([C:3]1[CH:11]=[CH:10][C:6]([C:7]([OH:9])=O)=[CH:5][N:4]=1)#[N:2].CN1CCOCC1.ClC(OCC(C)C)=O.[C:27]([NH:34][C:35]1[CH:40]=[CH:39][CH:38]=[CH:37][C:36]=1[NH2:41])([O:29][C:30]([CH3:33])([CH3:32])[CH3:31])=[O:28].C(O)(=O)CC(CC(O)=O)(C(O)=O)O>CN(C=O)C>[C:30]([O:29][C:27](=[O:28])[NH:34][C:35]1[CH:40]=[CH:39][CH:38]=[CH:37][C:36]=1[NH:41][C:7]([C:6]1[CH:5]=[N:4][C:3]([C:1]#[N:2])=[CH:11][CH:10]=1)=[O:9])([CH3:33])([CH3:31])[CH3:32]. Procedure details: To a solution of 444 mg (3.0 mmol) 6-cyano-nicotinic acid and 354 mg (3.5 mmol) N-methylmorpholine in 7 ml DMF at −20° C. was added 450 mg (3.3 mmol) isobutyl chloroformate. The reaction mixture was warmed to 5° C., and 625 mg (3.0 mmol) mono-boc-ortho-phenylenediamine was added. The reaction mixture was warmed to rt overnight and then poured into 50 ml 5% aqueous citric acid. The aqueous phase was extracted with ethyl acetate, the combined organic phases were washed with bicarbonate and brine a... The reactants are [OH-].[K+] (potassium hydroxide), FC=1C=C(OC2=C(C=CC=C2)CC#N)C=CC1 (2-(3-Fluorophenoxy)benzeneacetonitrile), O (water). Run in C(C)O (ethanol). The product is FC=1C=C(OC2=C(C=CC=C2)CC(=O)O)C=CC1 (2-(3-Fluorophenoxy)benzeneacetic Acid). As a reaction SMILES: [F:1][C:2]1[CH:3]=[C:4]([CH:15]=[CH:16][CH:17]=1)[O:5][C:6]1[CH:11]=[CH:10][CH:9]=[CH:8][C:7]=1[CH2:12][C:13]#N.[OH-:18].[K+].[OH2:20]>C(O)C>[F:1][C:2]1[CH:3]=[C:4]([CH:15]=[CH:16][CH:17]=1)[O:5][C:6]1[CH:11]=[CH:10][CH:9]=[CH:8][C:7]=1[CH2:12][C:13]([OH:20])=[O:18] |f:1.2|. Procedure details: 2-(3-Fluorophenoxy)benzeneacetonitrile (23 g.), dissolved in 80 ml of ethanol, was heated to reflux for 2 hours with a solution of 20 g. potassium hydroxide in 40 ml of water. The ethanol was evaporated, the residue taken up in water, extracted with ether and acidified to give the title compound, m.p. 81°-84°. ##STR14##